Dataset: the Open Reaction Database (ORD), a public repository of structured organic reaction records. Task: describe an organic reaction: reactants, conditions, products, and yield Reactants: [OH-].[Na+] (sodium hydroxide), C(Cl)(Cl)Cl (Chloroform), ClC1=C(C=CC=C1)O (o-Chlorophenol), C(Cl)(Cl)Cl (chloroform). Reaction conditions: temperature 60 celsius, time 2 hour. Yields the product ClC=1C(=C(C=O)C=CC1)O (3-Chloro-2-hydroxybenzaldehyde). The yield is 8.0%. RXN SMILES: [OH-:1].[Na+].[Cl:3][C:4]1[CH:9]=[CH:8][CH:7]=[CH:6][C:5]=1[OH:10].[CH:11](Cl)(Cl)Cl>>[Cl:3][C:4]1[C:5]([OH:10])=[C:6]([CH:7]=[CH:8][CH:9]=1)[CH:11]=[O:1] |f:0.1|. Reported procedure: A sodium hydroxide solution (266 g, 6.65 mol in 1000 ml water) in a 3000 ml round bottom flask, equipped with a mechanical stirrer, addition funnel (250 ml), and a reflux condenser was warmed to 60° C. o-Chlorophenol (126 g, 0.98 mol) was added, dissolving instantly. Chloroform (262 g, 2.20 mol) was then introduced slowly over a one-hour period. After stirring at 60° C. for an additional two hours, the temperature was raised to 80° C. for sixteen hours. The excess chloroform was then allowed to ... Starting materials: C(C)C(C(C=1SC2=C(C1C)C=CC=C2)NC2=CC=C(C=C2)C(=O)NCCC(=O)OCC)CC (ethyl 3-{[(4-{[2-ethyl-1-(3-methyl-1-benzothiophen-2-yl)butyl]amino}phenyl)carbonyl]amino}propanoate), O1CCCC1 (tetrahydrofuran), [OH-].[Na+] (sodium hydroxide). Run in C(C)O (ethanol). Reaction conditions: time 2 hour. Product: C(C)C(C(C=1SC2=C(C1C)C=CC=C2)NC2=CC=C(C=C2)C(=O)NCCC(=O)O)CC (3-{[(4-{[2-ethyl-1-(3-methyl-1-benzothiophen-2-yl)butyl]amino}phenyl)carbonyl]amino}propanoic acid). Isolated yield 87.7%. Reaction SMILES: [CH2:1]([CH:3]([CH2:32][CH3:33])[CH:4]([NH:15][C:16]1[CH:21]=[CH:20][C:19]([C:22]([NH:24][CH2:25][CH2:26][C:27]([O:29]CC)=[O:28])=[O:23])=[CH:18][CH:17]=1)[C:5]1[S:6][C:7]2[CH:14]=[CH:13][CH:12]=[CH:11][C:8]=2[C:9]=1[CH3:10])[CH3:2].O1CCCC1.[OH-].[Na+]>C(O)C>[CH2:32]([CH:3]([CH2:1][CH3:2])[CH:4]([NH:15][C:16]1[CH:17]=[CH:18][C:19]([C:22]([NH:24][CH2:25][CH2:26][C:27]([OH:29])=[O:28])=[O:23])=[CH:20][CH:21]=1)[C:5]1[S:6][C:7]2[CH:14]=[CH:13][CH:12]=[CH:11][C:8]=2[C:9]=1[CH3:10])[CH3:33] |f:2.3|. Procedure details: To a mixture of ethyl 3-{[(4-{[2-ethyl-1-(3-methyl-1-benzothiophen-2-yl)butyl]amino}phenyl)carbonyl]amino}propanoate (330 mg) synthesized above, tetrahydrofuran (5 mL) and ethanol (5 mL) was added 1N aqueous sodium hydroxide solution (2.00 mL), and the mixture was stirred at room temperature for 2 hr, and concentrated under reduced pressure. The residue was dissolved in water (10 mL), and 1N hydrochloric acid (2.00 mL) was added at 0° C. The resulting precipitate was collected by filtration to g... The reactants are O.Cl.Cl.NC=1C=C(CN(C)C)C=C(C1CC1=CC=CC=C1)S(N)(=O)=O.NC=1C=C(CN(C)C)C=C(C1CC1=CC=CC=C1)S(N)(=O)=O.Cl.Cl ((3-amino-4-benzyl-5-sulfamylbenzyl)dimethylamine dihydrochloride hemihydrate), [OH-].[Na+] (sodium hydroxide), CCCC(=O)Cl (n-butyryl chloride), amine, [H-].[Al+3].[Li+].[H-].[H-].[H-] (lithium aluminium hydride). Solvent: C(Cl)Cl (methylene chloride), C(Cl)Cl (methylene chloride), C(C)(=O)OCC (ethyl acetate), O (water), COCCOC (1,2-dimethoxyethane), COCCOC (1,2-dimethoxyethane). Conditions: time 2 hour. The product is C(C1=CC=CC=C1)C1=C(C=C(CN(C)C)C=C1S(N)(=O)=O)NCCCC ((4-benzyl-3-n-butylamino-5-sulfamylbenzyl)dimethylamine). Reaction SMILES: O.Cl.Cl.[NH2:4][C:5]1[CH:6]=[C:7]([CH:12]=[C:13]([S:22](=[O:25])(=[O:24])[NH2:23])[C:14]=1[CH2:15][C:16]1[CH:21]=[CH:20][CH:19]=[CH:18][CH:17]=1)[CH2:8][N:9]([CH3:11])[CH3:10].N[C:27]1[CH:28]=C(C=[C:35](S(=O)(=O)N)[C:36]=1CC1C=CC=CC=1)CN(C)C.Cl.Cl.[OH-].[Na+].CCCC(Cl)=O.[H-].[Al+3].[Li+].[H-].[H-].[H-]>C(Cl)Cl.COCCOC.O.C(OCC)(=O)C>[CH2:15]([C:14]1[C:13]([S:22](=[O:25])(=[O:24])[NH2:23])=[CH:12][C:7]([CH2:8][N:9]([CH3:10])[CH3:11])=[CH:6][C:5]=1[NH:4][CH2:28][CH2:27][CH2:36][CH3:35])[C:16]1[CH:21]=[CH:20][CH:19]=[CH:18][CH:17]=1 |f:0.1.2.3.4.5.6,7.8,10.11.12.13.14.15|. Procedure: To a vigorously stirred mixture of (3-amino-4-benzyl-5-sulfamylbenzyl)dimethylamine dihydrochloride hemihydrate (4.0 g; prepared as described in Example 209), 2 N sodium hydroxide (60 ml) and methylene chloride (40 ml) a solution of n-butyryl chloride (1.1 g) in methylene chloride (12 ml) is dropwise added during 30 minutes keeping the temperature at 0°-5° C. by external cooling. After additional stirring at 22°-25° C. for 2 hours, the organic layer is separated, washed with water and dried in t...